This data is from the Open Reaction Database (ORD), a public repository of structured organic reaction records. The task is: describe an organic reaction: reactants, conditions, products, and yield Starting materials: [Na+].[Cl-] (NaCl), COC1=CC(N(C1)CC(=O)O)=O (4-methoxy-3-pyrrolin-2-on-1-yl-acetic acid), C(C)(=O)[O-].[Na+] (sodium acetate). The reagents and catalysts are [Ru] (Ru/C). Solvent: Cl (HCl). Run at temperature 70 celsius, time 1 hour. The product is crude mixture, OC1CC(N(C1)CC(=O)O)=O (4-hydroxy-pyrrolidin-2-on-1-yl-acetic acid). The yield is 60.0%. Reaction SMILES: C[O:2][C:3]1[CH2:7][N:6]([CH2:8][C:9]([OH:11])=[O:10])[C:5](=[O:12])[CH:4]=1.C([O-])(=O)C.[Na+].[Na+].[Cl-]>Cl.[Ru]>[OH:2][CH:3]1[CH2:7][N:6]([CH2:8][C:9]([OH:11])=[O:10])[C:5](=[O:12])[CH2:4]1 |f:1.2,3.4|. Reported procedure: 2.0 g (11.7 mmol) of 4-methoxy-3-pyrrolin-2-on-1-yl-acetic acid was dissolved in 15 ml of HCl (1N) at room temperature and heated to 70° C. with stirring. After 1 hour, 2.04 g of sodium acetate was added to adjust the PH to 2.0. 100 mg of Ru/C was added to the reaction mixture. The reaction mixture was transferred to an autoclave and hydrogenated at 10 bars of H2 pressure with stirring. After 18 hours, the catalyst was filtered off by suction and the filtrate was concentrated by evaporation in a... Starting materials: C(C)(C)(C)OC(=O)NCCCCCC(=O)O (6-[(tert-butoxycarbonyl)amino]hexanoic acid), Cl.CN(CCCN=C=NCC)C (EDC), C(C)(C)(C)OC(=O)NCCCCCC(=O)O (6-[(tert-Butoxycarbonyl)amino]hexanoic acid), ON1N=NC2=C1C=CC=C2 (1-hydroxybenzotriazole), Cl.CN(CCCN=C=NCC)C (1-(3-dimethylaminopropyl)-3-ethylcarbodiimide hydrochloride), C(C)OCC=1N(C2=C(C=NC=3C=CC=CC23)N1)CC(C)(C)N (2-[2-(ethoxymethyl)-1H-imidazo[4,5-c]quinolin-1-yl]-1,1-dimethylethylamine). Run in CN(C)C=O (DMF). Conditions: time 8 hour. Product: C(C)OCC=1N(C2=C(C=NC=3C=CC=CC23)N1)CC(C)(C)NC(CCCCCNC(OC(C)(C)C)=O)=O (tert-butyl 6-({2-[2-(ethoxymethyl)-1H-imidazo[4,5-c]quinolin-1-yl]-1,1-dimethylethyl}amino)-6-oxohexylcarbamate). The yield is 29.1%. Reaction SMILES: [C:1]([O:5][C:6]([NH:8][CH2:9][CH2:10][CH2:11][CH2:12][CH2:13][C:14]([OH:16])=O)=[O:7])([CH3:4])([CH3:3])[CH3:2].ON1C2C=CC=CC=2N=N1.Cl.CN(C)CCCN=C=NCC.[CH2:39]([O:41][CH2:42][C:43]1[N:44]([CH2:56][C:57]([NH2:60])([CH3:59])[CH3:58])[C:45]2[C:54]3[CH:53]=[CH:52][CH:51]=[CH:50][C:49]=3[N:48]=[CH:47][C:46]=2[N:55]=1)[CH3:40]>CN(C=O)C>[CH2:39]([O:41][CH2:42][C:43]1[N:44]([CH2:56][C:57]([NH:60][C:14](=[O:16])[CH2:13][CH2:12][CH2:11][CH2:10][CH2:9][NH:8][C:6](=[O:7])[O:5][C:1]([CH3:2])([CH3:3])[CH3:4])([CH3:59])[CH3:58])[C:45]2[C:54]3[CH:53]=[CH:52][CH:51]=[CH:50][C:49]=3[N:48]=[CH:47][C:46]=2[N:55]=1)[CH3:40] |f:2.3|. Reported procedure: 6-[(tert-Butoxycarbonyl)amino]hexanoic acid (6.81 g, 29.5 mmol), 1-hydroxybenzotriazole (3.98 g, 29.5 mmol), and 1-(3-dimethylaminopropyl)-3-ethylcarbodiimide hydrochloride (EDC) (5.66 g, 29.5 mmol) were added to a 0° C. solution of 2-[2-(ethoxymethyl)-1H-imidazo[4,5-c]quinolin-1-yl]-1,1-dimethylethylamine (which was prepared by acid-mediated deprotection of tert-butyl 2-[2-(ethoxymethyl)-1H-imidazo[4,5-c]quinolin-1-yl]-1,1-dimethylethylcarbamate, which is described in U.S. Patent Publication No... Starting materials: O=C([O-])[O-], CCCN1C(=O)N2CC(Cc3ccccc3)N=C2c2c1nc(Br)n2Cc1ccccc1, C1CCNC1, CN(C)C=O, [K+], [K+], O. Product: CCCN1C(=O)N2CC(Cc3ccccc3)N=C2c2c1nc(N1CCCC1)n2Cc1ccccc1. RXN SMILES: [C:32](=[O:33])([O-:34])[O-:35].[CH2:1]([c:2]1[cH:3][cH:4][cH:5][cH:6][cH:7]1)[n:8]1[c:9]([Br:31])[n:10][c:11]2[c:16]1[C:15]1=[N:17][CH:18]([CH2:20][c:21]3[cH:22][cH:23][cH:24][cH:25][cH:26]3)[CH2:19][N:14]1[C:13](=[O:27])[N:12]2[CH2:28][CH2:29][CH3:30].[CH2:38]1[CH2:39][CH2:40][NH:41][CH2:42]1.[CH3:44][N:45]([CH3:46])[CH:47]=[O:48].[K+:36].[K+:37].[OH2:43]>>[CH2:1]([c:2]1[cH:3][cH:4][cH:5][cH:6][cH:7]1)[n:8]1[c:9]([N:41]2[CH2:40][CH2:39][CH2:38][CH2:42]2)[n:10][c:11]2[c:16]1[C:15]1=[N:17][CH:18]([CH2:20][c:21]3[cH:22][cH:23][cH:24][cH:25][cH:26]3)[CH2:19][N:14]1[C:13](=[O:27])[N:12]2[CH2:28][CH2:29][CH3:30]. Reactants: resultant mixture, NC1=C(C(=CC=C1)N)NCCCCCO (5-[(2,6-diaminophenyl)amino]pentan-1-ol), ClC1=C(C=CC(=C1)Cl)N=C=S (2,4-dichlorophenyl isothiocyanate). The solvent is O1CCCC1 (tetrahydrofuran), O1CCCC1 (tetrahydrofuran). Yields the product NC=1C(=C(C=CC1)NC(=S)NC1=C(C=C(C=C1)Cl)Cl)NCCCCCO (N-{3-Amino-2-[(5-hydroxypentyl)amino]phenyl}-N′-(2,4-dichlorophenyl)thiourea). Isolated yield 32.1%. Reaction SMILES: [NH2:1][C:2]1[CH:7]=[CH:6][CH:5]=[C:4]([NH2:8])[C:3]=1[NH:9][CH2:10][CH2:11][CH2:12][CH2:13][CH2:14][OH:15].[Cl:16][C:17]1[CH:22]=[C:21]([Cl:23])[CH:20]=[CH:19][C:18]=1[N:24]=[C:25]=[S:26]>O1CCCC1>[NH2:1][C:2]1[C:3]([NH:9][CH2:10][CH2:11][CH2:12][CH2:13][CH2:14][OH:15])=[C:4]([NH:8][C:25]([NH:24][C:18]2[CH:19]=[CH:20][C:21]([Cl:23])=[CH:22][C:17]=2[Cl:16])=[S:26])[CH:5]=[CH:6][CH:7]=1. Procedure details: To a solution of 5-[(2,6-diaminophenyl)amino]pentan-1-ol (Reference Example 110; 873 mg, 4.17 mmol) in tetrahydrofuran (30 mL) was added a solution of 2,4-dichlorophenyl isothiocyanate (936 mg, 4.59 mmol) in tetrahydrofuran (10 mL) at 0° C. The resultant mixture was stirred at 0° C. for 2 hr and concentrated in vacuo. The residue was purified by flash column chromatography on silica gel eluting with a 50-90% ethyl acetate/n-hexane gradient mixture to give the title compound as an oil (554 mg, 1.... The reactants are N (ammonia), resultant mixture, resultant solution, C(C)(=O)[O-].[Na+] (sodium acetate), NC=1N=CNC1C#N (4-amino-5-cyanoimidazole), C(CCCCC)(=O)N (hexanamide), BrBr (bromine), C(C1=CC=CC=C1)Cl (benzyl chloride), C([O-])([O-])=O.[K+].[K+] (potassium carbonate), Cl (hydrochloric acid). Solvent: O (water), CN(C)C=O (DMF), C(C)(=O)O (acetic acid). The product is C(C1=CC=CC=C1)N1C2=NC(=NC(=C2N=C1O)N)CCCCC (9-Benzyl-8-Hydroxy-2-Pentyladenine). Isolated yield 8.0%. RXN SMILES: [NH2:1][C:2]1[N:3]=[CH:4][NH:5][C:6]=1[C:7]#[N:8].[C:9]([NH2:16])(=O)[CH2:10][CH2:11][CH2:12][CH2:13][CH3:14].[CH2:17](Cl)[C:18]1[CH:23]=[CH:22][CH:21]=[CH:20][CH:19]=1.C(=O)([O-])[O-:26].[K+].[K+].C([O-])(=O)C.[Na+].BrBr.Cl.N>C(O)(=O)C.O.CN(C=O)C>[CH2:17]([N:3]1[C:4]([OH:26])=[N:5][C:6]2[C:2]1=[N:1][C:9]([CH2:10][CH2:11][CH2:12][CH2:13][CH3:14])=[N:16][C:7]=2[NH2:8])[C:18]1[CH:23]=[CH:22][CH:21]=[CH:20][CH:19]=1 |f:3.4.5,6.7|. Procedure details: 1.09 g (11 mmol) of 4-amino-5-cyanoimidazole and 4.39 g (38 mmol) of hexanamide were stirred at 210° C. for 15 hr with heating under an atmosphere of nitrogen. A mixed solvent composed of DMF (200 ml) and water (50 ml) was added thereto. Further, 3.0 ml of benzyl chloride and 3.00 g of potassium carbonate were added thereto. The resultant mixture stirred at 70° C. for 6 hr under heating. After the solvent was removed by vacuum distillation, the residue was taken into water and extracted with dic... Starting materials: N1=CC=CC=2CCC3=C(SC21)C=CC(=C3)C(C(=O)O)C (2-(5,6-dihydro benzo[b]pyrido[3,2-f]-thiepin-8-yl)-propionic acid), C(C)(=O)O (acetic acid), C1(CCCCC1)N=C=NC1CCCCC1 (dicyclohexylcarbodiimide), N (ammonia). Reagents/catalysts: C(Cl)(Cl)Cl (chloroform). Run in C(Cl)Cl (methylene chloride), C(Cl)Cl (methylene chloride). Run at time 1.5 hour. Product: N1=CC=CC=2CCC3=C(SC21)C=CC(=C3)C(C(=O)N)C (2-(5,6-dihydro benzo[b]pyrido[3,2-f]-thiepin-8-yl)-propionamide). Yield: 76.3%. RXN SMILES: [N:1]1[C:11]2[S:10][C:9]3[CH:12]=[CH:13][C:14]([CH:16]([CH3:20])[C:17](O)=[O:18])=[CH:15][C:8]=3[CH2:7][CH2:6][C:5]=2[CH:4]=[CH:3][CH:2]=1.C1([N:27]=C=NC2CCCCC2)CCCCC1.N.C(O)(=O)C>C(Cl)Cl.C(Cl)(Cl)Cl>[N:1]1[C:11]2[S:10][C:9]3[CH:12]=[CH:13][C:14]([CH:16]([CH3:20])[C:17]([NH2:27])=[O:18])=[CH:15][C:8]=3[CH2:7][CH2:6][C:5]=2[CH:4]=[CH:3][CH:2]=1. Procedure: An amount of 50 mg of 2-(5,6-dihydro benzo[b]pyrido[3,2-f]-thiepin-8-yl)-propionic acid was dissolved in the mixed solvents of 20 ml of methylene chloride and 20 drops of chloroform by heating, and to this were added 50 mg of dicyclohexylcarbodiimide with ice-cooling, then dropwise 3 ml of methylene chloride saturated with liquid ammonia. The resulting mixture was stirred for 1.5 hours under a stream of nitrogen. After the completion of the reaction, to the mixture were added pieces of ice and a...